Dataset: the Open Reaction Database (ORD), a public repository of structured organic reaction records. Task: describe an organic reaction: reactants, conditions, products, and yield The reactants are C[C@@H]1CC[C@H](CC1)NC(C=CC1=CC(=C(C=C1)OCCN1CCC(CC1)N1CCCCC1)OC)=O (N-(trans-4-methylcyclohexyl)-4-[2-(4-piperidinopiperidino)ethoxy]-3-methoxycinnamamide). Solvent: CO (methanol). Procedure: Using 0.2 g of N-(trans-4-methylcyclohexyl)-4-[2-(4-piperidinopiperidino)ethoxy]-3-methoxycinnamamide (Example 162), 0.01 g of 10% palladium-carbon, and 30 ml of methanol, a reaction similar to that conducted in Example 147 was carried out. As a result, 0.12 g of N-(trans-4-methylcyclohexyl)-3-{4-[2-(4-piperidinopiperidino)ethoxy]-3-methoxyphenyl}propionamide (a compound of the present invention) was obtained as white crystal, which had the following physiochemical properties: Reaction SMILES: [CH3:1][C@H:2]1[CH2:7][CH2:6][C@H:5]([NH:8][C:9](=[O:35])[CH:10]=[CH:11][C:12]2[CH:17]=[CH:16][C:15]([O:18][CH2:19][CH2:20][N:21]3[CH2:26][CH2:25][CH:24]([N:27]4[CH2:32][CH2:31][CH2:30][CH2:29][CH2:28]4)[CH2:23][CH2:22]3)=[C:14]([O:33][CH3:34])[CH:13]=2)[CH2:4][CH2:3]1>[C].[Pd].CO>[CH3:1][C@H:2]1[CH2:3][CH2:4][C@H:5]([NH:8][C:9](=[O:35])[CH2:10][CH2:11][C:12]2[CH:17]=[CH:16][C:15]([O:18][CH2:19][CH2:20][N:21]3[CH2:26][CH2:25][CH:24]([N:27]4[CH2:28][CH2:29][CH2:30][CH2:31][CH2:32]4)[CH2:23][CH2:22]3)=[C:14]([O:33][CH3:34])[CH:13]=2)[CH2:6][CH2:7]1 |f:1.2|. Yield: 59.8%. Yields the product C[C@@H]1CC[C@H](CC1)NC(CCC1=CC(=C(C=C1)OCCN1CCC(CC1)N1CCCCC1)OC)=O (N-(trans-4-methylcyclohexyl)-3-{4-[2-(4-piperidinopiperidino)ethoxy]-3-methoxyphenyl}propionamide). The reagents and catalysts are [C].[Pd] (palladium-carbon). Reactants: BrC(Br)(Br)Br, CCCCCC1CCC(c2ccc(C=O)cc2)CC1, ClCCl, CCCCCC, c1ccc(P(c2ccccc2)c2ccccc2)cc1. Yields the product CCCCCC1CCC(c2ccc(C=C(Br)Br)cc2)CC1. As a reaction SMILES: [Br:1][C:2]([Br:3])([Br:4])[Br:5].[CH2:25]([CH2:26][CH2:27][CH2:28][CH3:29])[CH:30]1[CH2:31][CH2:32][CH:33]([c:36]2[cH:37][cH:38][c:39]([CH:40]=[O:41])[cH:42][cH:43]2)[CH2:34][CH2:35]1.[CH2:50]([Cl:51])[Cl:52].[CH3:44][CH2:45][CH2:46][CH2:47][CH2:48][CH3:49].[c:6]1([P:7]([c:8]2[cH:9][cH:10][cH:11][cH:12][cH:13]2)[c:14]2[cH:15][cH:16][cH:17][cH:18][cH:19]2)[cH:20][cH:21][cH:22][cH:23][cH:24]1>>[Br:1][C:2]([Br:5])=[CH:40][c:39]1[cH:38][cH:37][c:36]([CH:33]2[CH2:32][CH2:31][CH:30]([CH2:25][CH2:26][CH2:27][CH2:28][CH3:29])[CH2:35][CH2:34]2)[cH:43][cH:42]1. The reactants are C(C(C)C)(=O)O (isobutyric acid), C(CCCCCCCCC)(=O)Cl (decanoyl chloride), C(C)(C)[N-]C(C)C.[Li+] (lithium diisopropylamide), C1CO1 (ethylene oxide), [H-].[Na+] (sodium hydride), [H][H] (hydrogen). Solvent: O1CCCC1 (tetrahydrofuran), O1CCCC1 (tetrahydrofuran), O1CCCC1 (tetrahydrofuran). Run at temperature -30 celsius, time 1 hour. Product: CC(C(=O)O)(CCOC(CCCCCCCCC)=O)C (2,2-dimethyl-4-[(1-oxodecyl)oxy]butanoic acid). Yield: 22.5%. Reaction SMILES: [H-].[Na+].[C:3]([OH:8])(=[O:7])[CH:4]([CH3:6])[CH3:5].[H][H].C([N-]C(C)C)(C)C.[Li+].[CH2:19]1[O:21][CH2:20]1.[C:22](Cl)(=[O:32])[CH2:23][CH2:24][CH2:25][CH2:26][CH2:27][CH2:28][CH2:29][CH2:30][CH3:31]>O1CCCC1>[CH3:5][C:4]([CH3:6])([CH2:20][CH2:19][O:21][C:22](=[O:32])[CH2:23][CH2:24][CH2:25][CH2:26][CH2:27][CH2:28][CH2:29][CH2:30][CH3:31])[C:3]([OH:8])=[O:7] |f:0.1,4.5|. Procedure details: To a suspension of sodium hydride (0.16 g) in dry tetrahydrofuran (5 mL) was added dropwise with stirring in an ice bath a solution of isobutyric acid (0.352 g) in dry tetrahydrofuran (5 mMol). After the addition, the mixture was warmed to 50°-55° C. for 15 minutes until all hydrogen evolution had stopped, and was then cooled to -30° C. To the solution was added a solution of lithium diisopropylamide (prepared from diisopropylamine (0.40 g) and n-butyllithium (1.1M solution in hexane) in dry tet... Procedure details: 23.6 g of carbonyldiimidazole are added in portions to a solution of 20 g of 4-methoxybenzylamine in 100 ml of anhydrous tetrahydrofuran, the temperature being kept below 10° C. When the addition is complete, the mixture is allowed to return to room temperature and stirring is maintained for three hours. After filtration, the tetrahydrofuran phase is evaporated under vacuum and the residue obtained is taken up with methylene chloride, washed with water and then dried. The oil obtained after evap... Run in O1CCCC1 (tetrahydrofuran). Yields the product COC1=CC=C(CNC(=O)N2C=NC=C2)C=C1 (N-(4-Methoxybenzyl)imidazole-1-carboxamide). Reaction SMILES: [C:1]([N:8]1[CH:12]=[CH:11]N=C1)([N:3]1[CH:7]=[CH:6][N:5]=[CH:4]1)=[O:2].[CH3:13][O:14][C:15]1[CH:22]=[CH:21]C(CN)=[CH:17][CH:16]=1.C(Cl)Cl>O1CCCC1>[CH3:13][O:14][C:15]1[CH:22]=[CH:21][C:11]([CH2:12][NH:8][C:1]([N:3]2[CH:7]=[CH:6][N:5]=[CH:4]2)=[O:2])=[CH:17][CH:16]=1. Reactants: C(=O)(N1C=NC=C1)N1C=NC=C1 (carbonyldiimidazole), COC1=CC=C(CN)C=C1 (4-methoxybenzylamine), C(Cl)Cl (methylene chloride).